From a dataset of the Open Reaction Database (ORD), a public repository of structured organic reaction records. describe an organic reaction: reactants, conditions, products, and yield The reactants are N[C@@H](C)C(=O)O (L-alanine), alcohol, O.C1(=CC=C(C=C1)S(=O)(=O)O)C (p-toluenesulfonic acid hydrate), C(CCCCCCCCCCCCC)O (myristyl alcohol). Solvent: C1=CC=CC=C1 (benzene), C1=CC=CC=C1 (benzene), C1=CC=CC=C1 (benzene), O (water). Run at time 11 hour. The product is C1(=CC=C(C=C1)S(=O)(=O)O)C.C(CCCCCCCCCCCCC)OC([C@@H](N)C)=O (L-alanine myristyl ester p-toluenesulfonate). The yield is 95.0%. Reaction SMILES: [NH2:1][C@H:2]([C:4]([OH:6])=[O:5])[CH3:3].O.[C:8]1([CH3:18])[CH:13]=[CH:12][C:11]([S:14]([OH:17])(=[O:16])=[O:15])=[CH:10][CH:9]=1.[CH2:19](O)[CH2:20][CH2:21][CH2:22][CH2:23][CH2:24][CH2:25][CH2:26][CH2:27][CH2:28][CH2:29][CH2:30][CH2:31][CH3:32]>C1C=CC=CC=1.O>[C:8]1([CH3:18])[CH:9]=[CH:10][C:11]([S:14]([OH:17])(=[O:15])=[O:16])=[CH:12][CH:13]=1.[CH2:32]([O:5][C:4](=[O:6])[C@H:2]([CH3:3])[NH2:1])[CH2:31][CH2:30][CH2:29][CH2:28][CH2:27][CH2:26][CH2:25][CH2:24][CH2:23][CH2:22][CH2:21][CH2:20][CH3:19] |f:1.2,6.7|. Procedure details: 4.46 g (0.05 mole) of L-alanine was used, 11.4 g (0.06 mole) of p-toluenesulfonic acid hydrate was used, and 11.79 g (0.055 mole) of myristyl alcohol was used as an alcohol. After 200 ml of benzene was added thereto as a solvent, these materials were stirred and mixed well. The resulting mixture was heated at the reflux temperature of benzene to carry out the esterification reaction. In this case, water was formed with the progress of the esterification reaction and released in the form of an az... Reactants: ester, C(C)(=O)OC(C)=O (acetic anhydride), C(C)(=O)OCCCC (butyl acetate). The reagents and catalysts are CS(=O)(=O)O (methanesulfonic acid). The product is CC(OCC(OC(C)=O)COC(C)=O)=O (triacetin). As a reaction SMILES: [C:1]([O:4][C:5](=O)[CH3:6])(=[O:3])[CH3:2].[C:8]([O:11][CH2:12]CCC)(=[O:10])[CH3:9]>CS(O)(=O)=O>[CH3:9][C:8](=[O:10])[O:11][CH2:12][CH:5]([CH2:6][O:4][C:1](=[O:3])[CH3:2])[O:4][C:1](=[O:3])[CH3:2]. Reported procedure: Comments—example 4 shows that from a high ester content glycerin, using butyl acetate as azeotropic agent, methanesulfonic acid as catalyst, in the presence of combined alkalinity and complementing the reaction with acetic anhydride, it is possible to obtain a food grade triacetin. Reactants: SC=1SC(=NN1)S (2,5-Dimercapto-1,3,4-thiadiazole), C(C)O (ethanol), C1CO1 (ethylene oxide). Product: OCCSC=1SC(=NN1)SCCO (2,5-Bis(2-hydroxy ethylthio)-1,3,4-thiadiazole). Reaction SMILES: [SH:1][C:2]1[S:3][C:4]([SH:7])=[N:5][N:6]=1.[CH2:8]1[O:10][CH2:9]1.[CH2:11]([OH:13])[CH3:12]>>[OH:13][CH2:11][CH2:12][S:1][C:2]1[S:3][C:4]([S:7][CH2:9][CH2:8][OH:10])=[N:5][N:6]=1. Procedure: 2,5-Dimercapto-1,3,4-thiadiazole(80.6 grams, 0.54 moles) and ethanol (150 ml) were charged into reaction flask and stirred. The flask was flushed with nitrogen and then ethylene oxide (54 grams, 1.3 moles) was added slowly via a gas inlet directly above the surface of the solution. The reaction mixture was refluxed with stirring for 15 minutes. The solvent was stripped off by using a rotary evaporator at approximately 20 mm Hg and 100° C. The product was a white solid and characterized by infrar... Reactants: ClCCl, O=[Cr](=O)=O, COC(=O)CCCC=CCC1COC(C)OC1CO, c1ccncc1. Product: COC(=O)CCCC=CCC1COC(C)OC1C=O. RXN SMILES: [Cl:30][CH2:31][Cl:32].[O:7]=[Cr:8](=[O:9])=[O:10].[OH:11][CH2:12][CH:13]1[O:14][CH:15]([CH3:29])[O:16][CH2:17][CH:18]1[CH2:19][CH:20]=[CH:21][CH2:22][CH2:23][CH2:24][C:25](=[O:26])[O:27][CH3:28].[cH:1]1[cH:2][cH:3][n:4][cH:5][cH:6]1>>[O:11]=[CH:12][CH:13]1[O:14][CH:15]([CH3:29])[O:16][CH2:17][CH:18]1[CH2:19][CH:20]=[CH:21][CH2:22][CH2:23][CH2:24][C:25](=[O:26])[O:27][CH3:28]. Starting materials: COC(=O)C=1N(S(C2=C(C1O)C=CC1=CC=CC=C12)(=O)=O)C (4-hydroxy-2-methyl-2H-naphtho[2,1-e]-1,2-thiazine-3-carboxylic acid methylester-1,1-dioxide), NC=1SC(=C(N1)C)CC (2-amino-5-ethyl-4-methyl-thiazole). Run in C(C)O (ethanol). The product is C(C)C1=C(N=C(S1)NC(=O)C=1N(S(C2=C(C1O)C=CC1=CC=CC=C12)(=O)=O)C)C (N-(5-Ethyl-4-methyl-2-thiazolyl)-4-hydroxy-2-methyl-2H-naphtho[2,1-e]-1,2thiazine-3-carboxamide-1,1-dioxide). Yield: 63.0%. RXN SMILES: C[O:2][C:3]([C:5]1[N:6]([CH3:22])[S:7](=[O:21])(=[O:20])[C:8]2[C:19]3[C:14](=[CH:15][CH:16]=[CH:17][CH:18]=3)[CH:13]=[CH:12][C:9]=2[C:10]=1[OH:11])=O.[NH2:23][C:24]1[S:25][C:26]([CH2:30][CH3:31])=[C:27]([CH3:29])[N:28]=1>C(O)C>[CH2:30]([C:26]1[S:25][C:24]([NH:23][C:3]([C:5]2[N:6]([CH3:22])[S:7](=[O:20])(=[O:21])[C:8]3[C:19]4[C:14](=[CH:15][CH:16]=[CH:17][CH:18]=4)[CH:13]=[CH:12][C:9]=3[C:10]=2[OH:11])=[O:2])=[N:28][C:27]=1[CH3:29])[CH3:31]. Procedure: N-(5-Ethyl-4-methyl-2-thiazolyl)-4-hydroxy-2-methyl-2H-naphtho[2,1-e]-1,2thiazine-3-carboxamide-1,1-dioxide was prepared analogous to Example 22 from 4-hydroxy-2-methyl-2H-naphtho[2,1-e]-1,2-thiazine-3-carboxylic acid methylester-1,1-dioxide and 2-amino-5-ethyl-4-methyl-thiazole. Yield: 63% of theory; m.p. 253°-255° C (decomp.; from ethanol). The reactants are C(CCC)OCCOC1=CC=C(C=C1)C=1C=CC2=C(C=C(CCN2C=O)C(=O)NC2=CC=C(C=C2)[C@H](C2=NC=CC=C2)O)C1 (7-[4-(2-butoxyethoxy)phenyl]-1-formyl-N-[4-[(R)-hydroxy(2-pyridyl)methyl]phenyl]-2,3-dihydro-1H-1-benzazepine-4-carboxamide), ClC1=CC(=CC=C1)C(=O)OO (3-chloroperbenzoic acid), S(=S)(=O)([O-])[O-].[Na+].[Na+] (sodium thiosulfate). As a reaction SMILES: [CH2:1]([O:5][CH2:6][CH2:7][O:8][C:9]1[CH:14]=[CH:13][C:12]([C:15]2[CH:16]=[CH:17][C:18]3[N:24]([CH:25]=[O:26])[CH2:23][CH2:22][C:21]([C:27]([NH:29][C:30]4[CH:35]=[CH:34][C:33]([C@@H:36]([OH:43])[C:37]5[CH:42]=[CH:41][CH:40]=[CH:39][N:38]=5)=[CH:32][CH:31]=4)=[O:28])=[CH:20][C:19]=3[CH:44]=2)=[CH:11][CH:10]=1)[CH2:2][CH2:3][CH3:4].ClC1C=CC=C(C(OO)=[O:53])C=1.S([O-])([O-])(=O)=S.[Na+].[Na+]>ClCCl>[CH2:1]([O:5][CH2:6][CH2:7][O:8][C:9]1[CH:10]=[CH:11][C:12]([C:15]2[CH:16]=[CH:17][C:18]3[N:24]([CH:25]=[O:26])[CH2:23][CH2:22][C:21]([C:27]([NH:29][C:30]4[CH:31]=[CH:32][C:33]([C@@H:36]([OH:43])[C:37]5[CH:42]=[CH:41][CH:40]=[CH:39][N+:38]=5[O-:53])=[CH:34][CH:35]=4)=[O:28])=[CH:20][C:19]=3[CH:44]=2)=[CH:13][CH:14]=1)[CH2:2][CH2:3][CH3:4] |f:2.3.4|. Procedure: To a solution of 7-[4-(2-butoxyethoxy)phenyl]-1-formyl-N-[4-[(R)-hydroxy(2-pyridyl)methyl]phenyl]-2,3-dihydro-1H-1-benzazepine-4-carboxamide (130 mg) in dichloromethane (20 ml) was added 3-chloroperbenzoic acid (70%, 65 mg) at 0° C., and the mixture was stirred at room temperature for 18 hours. To the-reaction solution was added sodium thiosulfate solution, and the mixture was stirred for several minutes, and extracted with ethyl acetate. The organic layer was washed with sodium bicarbonate solu... Run in ClCCl (dichloromethane). Isolated yield 51.1%. Yields the product C(CCC)OCCOC1=CC=C(C=C1)C=1C=CC2=C(C=C(CCN2C=O)C(=O)NC2=CC=C(C=C2)[C@H](C2=[N+](C=CC=C2)[O-])O)C1 (7-[4-(2-butoxyethoxy)phenyl]-1-formyl-N-[4-[(R)-hydroxy(1-oxidopyridin-2-yl)methyl]phenyl]-2,3-dihydro-1H-1-benzazepine-4-carboxamide). Conditions: time 18 hour. Starting materials: [N+](=O)([O-])C=1C=CC2=C(C(=NS2)N)C1 (5-nitrobenzo[d]isothiazol-3-ylamine), N(=C=O)CC1=C(C=CC=C1)C (1-isocyanatomethyl-2-methylbenzene). The product is CC1=C(CNC(=O)NC2=NSC3=C2C=C(C=C3)[N+](=O)[O-])C=CC=C1 (1-(2-Methylbenzyl)-3-(5-nitrobenzo[d]isothiazol-3-yl)urea). As a reaction SMILES: [N+:1]([C:4]1[CH:5]=[CH:6][C:7]2[S:11][N:10]=[C:9]([NH2:12])[C:8]=2[CH:13]=1)([O-:3])=[O:2].[N:14]([CH2:17][C:18]1[CH:23]=[CH:22][CH:21]=[CH:20][C:19]=1[CH3:24])=[C:15]=[O:16]>>[CH3:24][C:19]1[CH:20]=[CH:21][CH:22]=[CH:23][C:18]=1[CH2:17][NH:14][C:15]([NH:12][C:9]1[C:8]2[CH:13]=[C:4]([N+:1]([O-:3])=[O:2])[CH:5]=[CH:6][C:7]=2[S:11][N:10]=1)=[O:16]. Procedure: In analogy to example 6, 100 mg (0.51 mmol) of 5-nitrobenzo[d]isothiazol-3-ylamine were reacted with 90.4 mg (0.61 mmol) of 1-isocyanatomethyl-2-methylbenzene. Yield: 11 mg (6%), M+H+: 343.16.